Dataset: the Open Reaction Database (ORD), a public repository of structured organic reaction records. Task: describe an organic reaction: reactants, conditions, products, and yield Starting materials: C1=NC=CC=2C(=CC=CC12)S (5-isoquinolinethiol), C([O-])([O-])=O.[K+].[K+] (potassium carbonate), NC1=NC(=CC=C1[N+](=O)[O-])Cl (2-amino-6-chloro-3-nitropyridine). Run in CN(C)C=O (DMF). Conditions: time 30 minute. Product: C1=NC=CC2=C(C=CC=C12)SC1=CC=C(C(=N1)N)[N+](=O)[O-] (6-(5-isoquinolylsulfanyl)-3-nitro-2-pyridylamine). Isolated yield 81.2%. RXN SMILES: [CH:1]1[C:10]2[CH:9]=[CH:8][CH:7]=[C:6]([SH:11])[C:5]=2[CH:4]=[CH:3][N:2]=1.C(=O)([O-])[O-].[K+].[K+].[NH2:18][C:19]1[C:24]([N+:25]([O-:27])=[O:26])=[CH:23][CH:22]=[C:21](Cl)[N:20]=1>CN(C=O)C>[CH:1]1[C:10]2[C:5](=[C:6]([S:11][C:21]3[N:20]=[C:19]([NH2:18])[C:24]([N+:25]([O-:27])=[O:26])=[CH:23][CH:22]=3)[CH:7]=[CH:8][CH:9]=2)[CH:4]=[CH:3][N:2]=1 |f:1.2.3|. Reported procedure: According to the method in Example 10, a mixture of 5-isoquinolinethiol 300 mg (1.9 mmol), DMF 10 ml, potassium carbonate 520 mg (3.7 mmol) and 2-amino-6-chloro-3-nitropyridine 300 mg (1.9 mmol) was stirred at room temperature for 30 minutes, and 6-(5-isoquinolylsulfanyl)-3-nitro-2-pyridylamine 460 mg (86.7%) was obtained. The reactants are B, C1CCOC1, CSC, CO, O=C(O)CN(C1CC1)S(=O)(=O)c1c(Cl)cc(Cl)cc1Cl. Yields the product O=S(=O)(c1c(Cl)cc(Cl)cc1Cl)N(CCO)C1CC1. RXN SMILES: [BH3:4].[CH2:27]1[O:28][CH2:29][CH2:30][CH2:31]1.[CH3:1][S:2][CH3:3].[CH3:25][OH:26].[CH:5]1([N:8]([S:9](=[O:10])(=[O:11])[c:12]2[c:13]([Cl:20])[cH:14][c:15]([Cl:19])[cH:16][c:17]2[Cl:18])[CH2:21][C:22](=[O:23])[OH:24])[CH2:6][CH2:7]1>>[CH:5]1([N:8]([S:9](=[O:10])(=[O:11])[c:12]2[c:13]([Cl:20])[cH:14][c:15]([Cl:19])[cH:16][c:17]2[Cl:18])[CH2:21][CH2:22][OH:23])[CH2:6][CH2:7]1. The reactants are O (water), C([O-])(O)=O.[Na+] (sodium bicarbonate), ClCC=1N=C(SC1)C1=CC=CC=C1 (4-chloromethyl-2-phenyl-1,3-thiazole), NC1=NC(=C(C(=C1C#N)C1=CC=C(C=C1)OCCOC)C#N)S (2-amino-4-[4-(2-methoxyethoxy)phenyl]-6-sulphanyl-pyridine-3,5-dicarbonitrile). Solvent: CN(C)C=O (DMF). Conditions: time 8 hour. Product: NC1=NC(=C(C(=C1C#N)C1=CC=C(C=C1)OCCOC)C#N)SCC=1N=C(SC1)C1=CC=CC=C1 (2-Amino-4-[4-(2-methoxyethoxy)phenyl]-6-[(2-phenyl-1,3-thiazol-4-yl)methyl -sulphanyl]pyridine-3,5-dicarbonitrile). RXN SMILES: [NH2:1][C:2]1[C:7]([C:8]#[N:9])=[C:6]([C:10]2[CH:15]=[CH:14][C:13]([O:16][CH2:17][CH2:18][O:19][CH3:20])=[CH:12][CH:11]=2)[C:5]([C:21]#[N:22])=[C:4]([SH:23])[N:3]=1.C(=O)(O)[O-].[Na+].Cl[CH2:30][C:31]1[N:32]=[C:33]([C:36]2[CH:41]=[CH:40][CH:39]=[CH:38][CH:37]=2)[S:34][CH:35]=1.O>CN(C=O)C>[NH2:1][C:2]1[C:7]([C:8]#[N:9])=[C:6]([C:10]2[CH:11]=[CH:12][C:13]([O:16][CH2:17][CH2:18][O:19][CH3:20])=[CH:14][CH:15]=2)[C:5]([C:21]#[N:22])=[C:4]([S:23][CH2:30][C:31]2[N:32]=[C:33]([C:36]3[CH:37]=[CH:38][CH:39]=[CH:40][CH:41]=3)[S:34][CH:35]=2)[N:3]=1 |f:1.2|. Reported procedure: 100 mg (0.31 mmol) of 2-amino-4-[4-(2-methoxyethoxy)phenyl]-6-sulphanyl-pyridine-3,5-dicarbonitrile are dissolved in 1 ml of DMF. 103 mg (1.23 mmol) of sodium bicarbonate and 96.4 mg (0.46 mmol) of 4-chloromethyl-2-phenyl-1,3-thiazole are then added. The suspension is shaken at RT overnight, and water is added. The precipitate is filtered off with suction, washed with ethanol and diethyl ether and dried at 40° C. under reduced pressure. This gives 149 mg (97% theory) of product. The reactants are C(C)(=O)N(N)C(CN1N=C(C2=C(C=CC=C12)[N+](=O)[O-])Br)=O (N-acetyl-2-(3-bromo-4-nitro-1H-indazol-1-yl)acetohydrazide), C1CCOC1 (THF), C([O-])([O-])=O.[Na+].[Na+] (sodium carbonate), C(Cl)Cl (DCM), [P+3]=S (phosphorus(V) sulfide). Run at time 20 minute. Product: BrC1=NN(C2=CC=CC(=C12)[N+](=O)[O-])CC=1SC(=NN1)C (2-((3-bromo-4-nitro-1H-indazol-1-yl)methyl)-5-methyl-1,3,4-thiadiazole). As a reaction SMILES: C([N:4]([C:6](=O)[CH2:7][N:8]1[C:16]2[C:11](=[C:12]([N+:17]([O-:19])=[O:18])[CH:13]=[CH:14][CH:15]=2)[C:10]([Br:20])=[N:9]1)[NH2:5])(=O)C.[P+3]=[S:23].C(=O)([O-])[O-].[Na+].[Na+].C(Cl)Cl.[CH2:33]1[CH2:37]OCC1>>[Br:20][C:10]1[C:11]2[C:16](=[CH:15][CH:14]=[CH:13][C:12]=2[N+:17]([O-:19])=[O:18])[N:8]([CH2:7][C:6]2[S:23][C:37]([CH3:33])=[N:5][N:4]=2)[N:9]=1 |f:2.3.4|. Procedure details: A suspension of N-acetyl-2-(3-bromo-4-nitro-1H-indazol-1-yl)acetohydrazide (0.4 g) in anhydrous THF (5 mL) was treated at ambient temperature with phosphorus(V) sulfide (0.77 g). The mixture was heated at reflux under a nitrogen atmosphere for 2.5 hours. The reaction mixture was diluted with a large excess of saturated aqueous sodium carbonate solution (50 mL) and DCM (50 mL). The resulting mixture was stirred at ambient temperature for 20 minutes, the phases were separated, and the organic phas... Starting materials: COC(C(=O)OC)C(=O)[O-] (monomethyl methoxymalonate), N (ammonia). Solvent: C(Cl)Cl (methylene chloride). The product is COC(C(=O)O)C(=O)N (methoxymalonamic acid). Reaction SMILES: [CH3:1][O:2][CH:3]([C:8]([O-:10])=O)[C:4]([O:6]C)=[O:5].[NH3:11]>C(Cl)Cl>[CH3:1][O:2][CH:3]([C:8]([NH2:11])=[O:10])[C:4]([OH:6])=[O:5]. Procedure details: A solution of 10.4 g of monomethyl methoxymalonate in 70 ml of methylene chloride was added dropwise at -10° C. to 26 ml of 25 percent aqueous ammonia. After stirring the mixture was evaporated and the residue was dissolved in water and chromatographed on a cation exchanger with water. The eluate was concentrated and the residue was triturated with diethyl ether and filtered off. The precipitate was washed with water and dried. There were obtained 8.9 g of methoxymalonamic acid, m.p. 128°-130° C...